From a dataset of the Open Reaction Database (ORD), a public repository of structured organic reaction records. describe an organic reaction: reactants, conditions, products, and yield Reactants: Cl(=O)(=O)(=O)[O-].C(C)[NH+]1C=2N(C=3C1=NC=1C=CC=CC1N3)CCC(C2C2=CC=CC=C2)C (5-Ethyl-1,2-dihydro-3-methyl-4-phenyl-5H-pyrido[1',2':1,2]-imidazo[4,5-b]quinoxalinium perchlorate). Solvent: CS(=O)C (dimethyl sulfoxide), CS(=O)C (dimethyl sulfoxide). The product is Cl(=O)(=O)(=O)[O-].C(C)[NH+]1C=2N(C=3C1=NC=1C=CC=CC1N3)CC=C(C2C2=CC=CC=C2)C (5-Ethyl-3-methyl-4-phenyl-5H-pyrido[1',2':1,2]imidazo-[4,5-b]quinoxalinium perchlorate). Isolated yield 80.0%. Reaction SMILES: [Cl:1]([O-:5])(=[O:4])(=[O:3])=[O:2].[CH2:6]([NH+:8]1[C:12]2=[N:13][C:14]3[CH:15]=[CH:16][CH:17]=[CH:18][C:19]=3[N:20]=[C:11]2[N:10]2[CH2:21][CH2:22][CH:23]([CH3:31])[C:24]([C:25]3[CH:30]=[CH:29][CH:28]=[CH:27][CH:26]=3)=[C:9]12)[CH3:7]>CS(C)=O>[Cl:1]([O-:5])(=[O:4])(=[O:3])=[O:2].[CH2:6]([NH+:8]1[C:12]2=[N:13][C:14]3[CH:15]=[CH:16][CH:17]=[CH:18][C:19]=3[N:20]=[C:11]2[N:10]2[CH2:21][CH:22]=[C:23]([CH3:31])[C:24]([C:25]3[CH:30]=[CH:29][CH:28]=[CH:27][CH:26]=3)=[C:9]12)[CH3:7] |f:0.1,3.4|. Procedure: 5-Ethyl-1,2-dihydro-3-methyl-4-phenyl-5H-pyrido[1',2':1,2]-imidazo[4,5-b]quinoxalinium perchlorate (3.1 g.) in 40 ml. of dimethyl sulfoxide is heated on a hot plate for 10 minutes. The dimethyl sulfoxide solution is poured into an excess of diethyl either and a green oil separates. The oil is crystallized from a chloroform-ether solution. Recrystallization from chloroform-ether affords 80% yield of product having a melting point of 262°-264° C. RXN SMILES: [CH3:1][C:2]1([CH3:12])[CH2:6][O:5][C:4]([C:7]2[S:8][CH:9]=[CH:10][CH:11]=2)=[N:3]1.C([Li])CCC.C([Sn](Cl)(CCCC)CCCC)CCC.CC1(C)COC(C2SC=CC=2[Sn](CCCC)(CCCC)CCCC)=N1.[N+:57]([C:60]1[CH:67]=[CH:66][CH:65]=[CH:64][C:61]=1[CH2:62]Br)([O-:59])=[O:58]>CCOCC.C1(C)C=CC=CC=1.[Pd].C1(P(C2C=CC=CC=2)C2C=CC=CC=2)C=CC=CC=1.C1(P(C2C=CC=CC=2)C2C=CC=CC=2)C=CC=CC=1.C1(P(C2C=CC=CC=2)C2C=CC=CC=2)C=CC=CC=1.C1(P(C2C=CC=CC=2)C2C=CC=CC=2)C=CC=CC=1>[CH3:1][C:2]1([CH3:12])[CH2:6][O:5][C:4]([C:7]2[S:8][CH:9]=[CH:10][C:11]=2[CH2:62][C:61]2[CH:64]=[CH:65][CH:66]=[CH:67][C:60]=2[N+:57]([O-:59])=[O:58])=[N:3]1 |f:7.8.9.10.11|. Product: CC1(N=C(OC1)C=1SC=CC1CC1=C(C=CC=C1)[N+](=O)[O-])C (4,5-Dihydro-4,4-dimethyl-2-[3-[(2-nitrophenyl)methyl]-2-thienyl]oxazole). Run in CCOCC (ether), C1(=CC=CC=C1)C (toluene), CCOCC (ether). The reagents and catalysts are [Pd].C1(=CC=CC=C1)P(C1=CC=CC=C1)C1=CC=CC=C1.C1(=CC=CC=C1)P(C1=CC=CC=C1)C1=CC=CC=C1.C1(=CC=CC=C1)P(C1=CC=CC=C1)C1=CC=CC=C1.C1(=CC=CC=C1)P(C1=CC=CC=C1)C1=CC=CC=C1 (tetrakis (triphenylphosphine)-palladium (0)). The yield is 72.1%. Conditions: temperature -78 celsius, time 45 minute. Starting materials: C(CCC)[Sn](CCCC)(CCCC)Cl (tri-n-butyltin chloride), CC1(N=C(OC1)C=1SC=CC1[Sn](CCCC)(CCCC)CCCC)C (4,5-dihydro-4,4-dimethyl-2-[3-(tributylstannyl)-2-thienyl]-oxazole), [N+](=O)([O-])C1=C(CBr)C=CC=C1 (2-nitrobenzyl bromide), CC1(N=C(OC1)C=1SC=CC1)C (4,5-dihydro-4,4-dimethyl-2-(2-thienyl)-oxazole), C(CCC)[Li] (n-butyl-lithium). Procedure details: To a solution of 4,5-dihydro-4,4-dimethyl-2-(2-thienyl)-oxazole (4.5 gms 25 mmol) in anhydrous ether at -70° C., n-butyl-lithium (2.5 molar solution in hexane, 11 ml) is added drop by drop under N2 atmosphere. The reaction mixture is stirred at --78° C. for 45 minutes and tri-n-butyltin chloride (8.3 gms 25 mmol) in dry ether is added drop by drop. The reaction mixture is stirred at room temperature for 1 hour and quenched with water. The reaction mixture is extracted with ether, washed well wit... The reactants are C, CO, CC(C)CN(C(=O)c1nnn(-c2ccccc2F)c1C=Cc1nccs1)C1CC(C(=O)N2CCOCC2)CN(C(=O)OC(C)(C)C)C1, [Pd]. Product: CC(C)CN(C(=O)c1nnn(-c2ccccc2F)c1CCc1nccs1)C1CC(C(=O)N2CCOCC2)CN(C(=O)OC(C)(C)C)C1. RXN SMILES: [C:50].[CH3:48][OH:49].[F:1][c:2]1[c:3](-[n:8]2[n:9][n:10][c:11]([C:20](=[O:21])[N:22]([CH:23]3[CH2:24][N:25]([C:37](=[O:38])[O:39][C:40]([CH3:41])([CH3:42])[CH3:43])[CH2:26][CH:27]([C:29](=[O:30])[N:31]4[CH2:32][CH2:33][O:34][CH2:35][CH2:36]4)[CH2:28]3)[CH2:44][CH:45]([CH3:46])[CH3:47])[c:12]2[CH:13]=[CH:14][c:15]2[s:16][cH:17][cH:18][n:19]2)[cH:4][cH:5][cH:6][cH:7]1.[Pd:51]>>[F:1][c:2]1[c:3](-[n:8]2[n:9][n:10][c:11]([C:20](=[O:21])[N:22]([CH:23]3[CH2:24][N:25]([C:37](=[O:38])[O:39][C:40]([CH3:41])([CH3:42])[CH3:43])[CH2:26][CH:27]([C:29](=[O:30])[N:31]4[CH2:32][CH2:33][O:34][CH2:35][CH2:36]4)[CH2:28]3)[CH2:44][CH:45]([CH3:46])[CH3:47])[c:12]2[CH2:13][CH2:14][c:15]2[s:16][cH:17][cH:18][n:19]2)[cH:4][cH:5][cH:6][cH:7]1. Starting materials: Br, CCOC(=O)C1=Cc2ccc(OCc3ccccc3)cc2OCC1, O=C(O)C(F)(F)F. The product is CCOC(=O)C1=Cc2ccc(O)cc2OCC1. RXN SMILES: [BrH:25].[CH2:1]([c:2]1[cH:3][cH:4][cH:5][cH:6][cH:7]1)[O:8][c:9]1[cH:10][c:11]2[c:12]([cH:23][cH:24]1)[CH:13]=[C:14]([C:18](=[O:19])[O:20][CH2:21][CH3:22])[CH2:15][CH2:16][O:17]2.[OH:26][C:27]([C:28]([F:29])([F:30])[F:31])=[O:32]>>[OH:8][c:9]1[cH:10][c:11]2[c:12]([cH:23][cH:24]1)[CH:13]=[C:14]([C:18](=[O:19])[O:20][CH2:21][CH3:22])[CH2:15][CH2:16][O:17]2. Reactants: C1=C(C=C(C=C1C(F)(F)F)O)C(F)(F)F (3,5-ditrifluoromethylphenol), [OH-].[K+] (potassium hydroxide), CN(C=O)C (N,N-dimethylformamide), BrCC(=O)OC (methyl bromoacetate). The solvent is O (water), C(C)OCC (ethyl ether), O (water). Conditions: temperature 25 celsius, time 15 minute. Product: FC(C=1C=C(OCC(=O)OC)C=C(C1)C(F)(F)F)(F)F (methyl [3,5-bis(trifluoromethyl)phenoxy]acetate). The yield is 99.0%. As a reaction SMILES: [CH:1]1[C:6]([C:7]([F:10])([F:9])[F:8])=[CH:5][C:4]([OH:11])=[CH:3][C:2]=1[C:12]([F:15])([F:14])[F:13].[OH-].[K+].CN(C)C=O.Br[CH2:24][C:25]([O:27][CH3:28])=[O:26]>C(OCC)C.O>[F:15][C:12]([F:13])([F:14])[C:2]1[CH:3]=[C:4]([CH:5]=[C:6]([C:7]([F:9])([F:8])[F:10])[CH:1]=1)[O:11][CH2:24][C:25]([O:27][CH3:28])=[O:26] |f:1.2|. Procedure details: To a stirred solution containing 11.5 g (0.05 mole) of 3,5-ditrifluoromethylphenol, 3.3 g (0.05 mole) of 85% potassium hydroxide, 200 ml of N,N-dimethylformamide and 10 ml of water, 0.055 mole of methyl bromoacetate was added in one portion. The stirred reaction mixture was heated at 80°-90° C. for 22 hours. After cooling to 25° C., 500 ml of water and 500 ml of ethyl ether were added; and stirring was continued for 15 minutes. The separated ether layer was washed with water until neutral to lit...